From a dataset of the Open Reaction Database (ORD), a public repository of structured organic reaction records. describe an organic reaction: reactants, conditions, products, and yield Reactants: COc1ccc2nc(C)ccc2c1Br, Br. Reaction SMILES: [Br:1][c:2]1[c:3]2[cH:4][cH:5][c:6]([CH3:14])[n:7][c:8]2[cH:9][cH:10][c:11]1[O:12][CH3:13].[BrH:15]>>[Br:1][c:2]1[c:3]2[cH:4][cH:5][c:6]([CH3:14])[n:7][c:8]2[cH:9][cH:10][c:11]1[OH:12]. The product is Cc1ccc2c(Br)c(O)ccc2n1. Starting materials: O=C(CNC(=O)c1cccc(C(F)(F)F)c1)NC1CNC1, O=C1CCC(O)(c2ccc3c(c2)OCC3)CC1. Product: O=C(CNC(=O)c1cccc(C(F)(F)F)c1)NC1CN(C2CCC(O)(c3ccc4c(c3)OCC4)CC2)C1. Reaction SMILES: [NH:18]1[CH2:19][CH:20]([NH:22][C:23](=[O:24])[CH2:25][NH:26][C:27]([c:28]2[cH:29][c:30]([C:34]([F:35])([F:36])[F:37])[cH:31][cH:32][cH:33]2)=[O:38])[CH2:21]1.[O:1]1[CH2:2][CH2:3][c:4]2[c:5]1[cH:6][c:7]([C:10]1([OH:17])[CH2:11][CH2:12][C:13](=[O:16])[CH2:14][CH2:15]1)[cH:8][cH:9]2>>[O:1]1[CH2:2][CH2:3][c:4]2[c:5]1[cH:6][c:7]([C:10]1([OH:17])[CH2:11][CH2:12][CH:13]([N:18]3[CH2:19][CH:20]([NH:22][C:23](=[O:24])[CH2:25][NH:26][C:27]([c:28]4[cH:29][c:30]([C:34]([F:35])([F:36])[F:37])[cH:31][cH:32][cH:33]4)=[O:38])[CH2:21]3)[CH2:14][CH2:15]1)[cH:8][cH:9]2. Reactants: C(C)N (Ethylamine), CN1CCOCC1 (4-methylmorpholine), ClC(=O)OCC(C)C (isobutyl chloroformate), BrC=1C(N(C(=CC1OCC1=C(OCC(=O)O)C=C(C=C1)F)C)C1=C(C=CC=C1F)F)=O ([2-({[3-bromo-1-(2,6-difluorophenyl)-6-methyl-2-oxo-1,2-dihydropyridin-4-yl]oxy}methyl)-5-fluorophenoxy]acetic acid). Solvent: CC(=O)N(C)C (DMA). The product is BrC=1C(N(C(=CC1OCC1=C(OCC(=O)NCC)C=C(C=C1)F)C)C1=C(C=CC=C1F)F)=O (2-[2-({[3-bromo-1-(2,6-difluorophenyl)-6-methyl-2-oxo-1,2-dihydropyridin-4-yl]oxy}methyl)-5-fluorophenoxy]-N-ethylacetamide). Isolated yield 50.8%. Reaction SMILES: [Br:1][C:2]1[C:3](=[O:31])[N:4]([C:23]2[C:28]([F:29])=[CH:27][CH:26]=[CH:25][C:24]=2[F:30])[C:5]([CH3:22])=[CH:6][C:7]=1[O:8][CH2:9][C:10]1[CH:20]=[CH:19][C:18]([F:21])=[CH:17][C:11]=1[O:12][CH2:13][C:14](O)=[O:15].C[N:33]1CCO[CH2:35][CH2:34]1.ClC(OCC(C)C)=O.C(N)C>CC(N(C)C)=O>[Br:1][C:2]1[C:3](=[O:31])[N:4]([C:23]2[C:28]([F:29])=[CH:27][CH:26]=[CH:25][C:24]=2[F:30])[C:5]([CH3:22])=[CH:6][C:7]=1[O:8][CH2:9][C:10]1[CH:20]=[CH:19][C:18]([F:21])=[CH:17][C:11]=1[O:12][CH2:13][C:14]([NH:33][CH2:34][CH3:35])=[O:15]. Procedure: To a cooled (−10° C.) solution of [2-({[3-bromo-1-(2,6-difluorophenyl)-6-methyl-2-oxo-1,2-dihydropyridin-4-yl]oxy}methyl)-5-fluorophenoxy]acetic acid (from Step 4) (0.15 g, 0.30 mmol) in DMA (2.0 mL) was added 4-methylmorpholine (0.04 mL, 0.36 mmol) and isobutyl chloroformate (0.05 mL, 0.36 mmol). Ethylamine (0.04 mL, 0.45 mmol) was added after 20 minutes. DMF removed by distillation after 1 h. Crude product purified by preparatory HPLC. Acetonitrile was evaporated and the solution washed with 5... Reactants: CC(C)(C)OC(=O)N1CC2N=C(Nc3ccc4ncnc(Nc5ccc(OCc6nccs6)c(Cl)c5)c4c3)OC2C1, ClCCl, O=C(O)C(F)(F)F. The product is Clc1cc(Nc2ncnc3ccc(NC4=NC5CNCC5O4)cc23)ccc1OCc1nccs1. As a reaction SMILES: [C:1]([O:2][C:3](=[O:4])[N:8]1[CH2:9][CH:10]2[N:11]=[C:12]([NH:16][c:17]3[cH:18][c:19]4[c:20]([NH:27][c:28]5[cH:29][c:30]([Cl:41])[c:31]([O:34][CH2:35][c:36]6[s:37][cH:38][cH:39][n:40]6)[cH:32][cH:33]5)[n:21][cH:22][n:23][c:24]4[cH:25][cH:26]3)[O:13][CH:14]2[CH2:15]1)([CH3:5])([CH3:6])[CH3:7].[CH2:49]([Cl:50])[Cl:51].[F:42][C:43]([F:44])([F:45])[C:46]([OH:47])=[O:48]>>[NH:8]1[CH2:9][CH:10]2[N:11]=[C:12]([NH:16][c:17]3[cH:18][c:19]4[c:20]([NH:27][c:28]5[cH:29][c:30]([Cl:41])[c:31]([O:34][CH2:35][c:36]6[s:37][cH:38][cH:39][n:40]6)[cH:32][cH:33]5)[n:21][cH:22][n:23][c:24]4[cH:25][cH:26]3)[O:13][CH:14]2[CH2:15]1. Starting materials: COc1cc(N2CCC(O)(CCO)CC2)c(Cl)cc1Cl, O=S(=O)(Cl)c1ccccc1, c1ccncc1. RXN SMILES: [Cl:1][c:2]1[c:3]([N:11]2[CH2:12][CH2:13][C:14]([OH:17])([CH2:18][CH2:19][OH:20])[CH2:15][CH2:16]2)[cH:4][c:5]([O:9][CH3:10])[c:6]([Cl:8])[cH:7]1.[c:21]1([S:27](=[O:28])(=[O:29])[Cl:30])[cH:22][cH:23][cH:24][cH:25][cH:26]1.[cH:31]1[cH:32][cH:33][n:34][cH:35][cH:36]1>>[Cl:1][c:2]1[c:3]([N:11]2[CH2:12][CH2:13][C:14]([OH:17])([CH2:18][CH2:19][O:20][S:27]([c:21]3[cH:22][cH:23][cH:24][cH:25][cH:26]3)(=[O:28])=[O:29])[CH2:15][CH2:16]2)[cH:4][c:5]([O:9][CH3:10])[c:6]([Cl:8])[cH:7]1. Yields the product COc1cc(N2CCC(O)(CCOS(=O)(=O)c3ccccc3)CC2)c(Cl)cc1Cl. Reactants: ( 8 ), N (NH3), iminoester, C(C1=CC=CC=C1)OC(=O)NC(P(OC1=CC=CC=C1)(=O)OC1=CC=CC=C1)C1=CC=C(C=C1)C#N (diphenyl [N-(benzyloxycarbonyl)amino](4-cyanophenyl)methane phosphonate). The solvent is CO (methanol), O1CCOCC1 (1,4-dioxane). Reaction conditions: time 8 hour. Product: C(C1=CC=CC=C1)OC(=O)NC(P(OC1=CC=CC=C1)(=O)OC1=CC=CC=C1)C1=CC=C(C=C1)C(N)=N (Diphenyl N-(benzyloxycarbonyl)amino(4-amidinophenyl)methanephosphonate). As a reaction SMILES: [CH2:1]([O:8][C:9]([NH:11][CH:12]([C:29]1[CH:34]=[CH:33][C:32]([C:35]#[N:36])=[CH:31][CH:30]=1)[P:13]([O:22][C:23]1[CH:28]=[CH:27][CH:26]=[CH:25][CH:24]=1)(=[O:21])[O:14][C:15]1[CH:20]=[CH:19][CH:18]=[CH:17][CH:16]=1)=[O:10])[C:2]1[CH:7]=[CH:6][CH:5]=[CH:4][CH:3]=1.[NH3:37]>CO.O1CCOCC1>[CH2:1]([O:8][C:9]([NH:11][CH:12]([C:29]1[CH:30]=[CH:31][C:32]([C:35](=[NH:37])[NH2:36])=[CH:33][CH:34]=1)[P:13]([O:14][C:15]1[CH:20]=[CH:19][CH:18]=[CH:17][CH:16]=1)(=[O:21])[O:22][C:23]1[CH:24]=[CH:25][CH:26]=[CH:27][CH:28]=1)=[O:10])[C:2]1[CH:7]=[CH:6][CH:5]=[CH:4][CH:3]=1. Procedure: This compound was synthesized according to (8) with slight modifications. The iminoester prepared from diphenyl [N-(benzyloxycarbonyl)amino](4-cyanophenyl)methane phosphonate (1.5 g, 3.0 mmol) was dissolved in a mixture of methanol (30 ml) and 0.5 M NH3 in 1,4-dioxane (15 ml), the solution stirred at room temperature overnight, solvent was removed and the oily residue dissolved in CHCl3 (30 ml). Diethyl ether (100 ml) was added, the precipitate collected by filtration, washed with diethyl ether ...